Dataset: the Open Reaction Database (ORD), a public repository of structured organic reaction records. Task: describe an organic reaction: reactants, conditions, products, and yield The reactants are CO, CCOC(=O)c1cn(Cc2ccc(OC)cc2)nc1C, [Na+], [OH-]. Product: COc1ccc(Cn2cc(C(=O)O)c(C)n2)cc1. Reaction SMILES: [CH3:23][OH:24].[CH3:3][O:4][c:5]1[cH:6][cH:7][c:8]([CH2:9][n:10]2[n:11][c:12]([CH3:20])[c:13]([C:15](=[O:16])[O:17][CH2:18][CH3:19])[cH:14]2)[cH:21][cH:22]1.[Na+:2].[OH-:1]>>[CH3:3][O:4][c:5]1[cH:6][cH:7][c:8]([CH2:9][n:10]2[n:11][c:12]([CH3:20])[c:13]([C:15](=[O:16])[OH:17])[cH:14]2)[cH:21][cH:22]1. Starting materials: COC(=O)C(C)(C)Br, O=C([O-])[O-], CC#N, CCOCC, Cl, [K+], [K+], O=C1CCNCC1, O. Product: COC(=O)C(C)(C)N1CCC(=O)CC1. As a reaction SMILES: [Br:1][C:2]([C:3](=[O:4])[O:5][CH3:6])([CH3:7])[CH3:8].[C:21](=[O:22])([O-:23])[O-:24].[CH3:18][C:19]#[N:20].[CH3:27][CH2:28][O:29][CH2:30][CH3:31].[ClH:10].[K+:25].[K+:26].[NH:11]1[CH2:12][CH2:13][C:14](=[O:17])[CH2:15][CH2:16]1.[OH2:9]>>[C:2]([C:3](=[O:4])[O:5][CH3:6])([CH3:7])([CH3:8])[N:11]1[CH2:12][CH2:13][C:14](=[O:17])[CH2:15][CH2:16]1. The reactants are NC1=C(C=C(C=C1C1=CC=C(C=C1)C(F)(F)F)C(C(=O)OCC)CC(C)C)OCC(F)(F)F (Ethyl 2-(6-amino-5-(2,2,2-trifluoroethoxy)-4′-(trifluoromethyl)biphenyl-3-yl)-4-methylpentanoate), CC#N.O.Cl (MeCN H2O HCl), N(=O)[O-].[Na+] (NaNO2). Reagents/catalysts: Cl[Cu] (CuCl). The solvent is O (water), O (water). Reaction conditions: temperature 80 celsius, time 40 minute. The product is ClC1=C(C=C(C=C1C1=CC=C(C=C1)C(F)(F)F)C(C(=O)OCC)CC(C)C)OCC(F)(F)F (ethyl 2-(6-chloro-5-(2,2,2-trifluoroethoxy)-4′-(trifluoromethyl)biphenyl-3-yl)-4-methylpentanoate). RXN SMILES: N[C:2]1[C:7]([C:8]2[CH:13]=[CH:12][C:11]([C:14]([F:17])([F:16])[F:15])=[CH:10][CH:9]=2)=[CH:6][C:5]([CH:18]([CH2:24][CH:25]([CH3:27])[CH3:26])[C:19]([O:21][CH2:22][CH3:23])=[O:20])=[CH:4][C:3]=1[O:28][CH2:29][C:30]([F:33])([F:32])[F:31].N([O-])=O.[Na+].CC#N.O.[ClH:42]>O.Cl[Cu]>[Cl:42][C:2]1[C:7]([C:8]2[CH:13]=[CH:12][C:11]([C:14]([F:17])([F:16])[F:15])=[CH:10][CH:9]=2)=[CH:6][C:5]([CH:18]([CH2:24][CH:25]([CH3:27])[CH3:26])[C:19]([O:21][CH2:22][CH3:23])=[O:20])=[CH:4][C:3]=1[O:28][CH2:29][C:30]([F:33])([F:32])[F:31] |f:1.2,3.4.5|. Procedure: Ethyl 2-(6-amino-5-(2,2,2-trifluoroethoxy)-4′-(trifluoromethyl)biphenyl-3-yl)-4-methylpentanoate (640 mg, 1.3 mmol) was dissolved in a mixture of MeCN/H2O/HCl 15 mL/15 mL/1 mL at 0° C. A solution of NaNO2 (0.138 g, 2.0 mmol) in water (2 mL) was added drop wise at 0° C., and the reaction mixture was stirred for 40 min, at the same temperature. A solution of CuCl (1.32 g, 13.4 mmol) in water (5 mL) was added drop wise at 0° C. The reaction mixture was heated to 80° C. for 2 h and the mixture was c... Reactants: C(C1=CC=CC=C1)OC(=O)N1C[C@H](CCC1)C(NC1=CC=CC=C1)=O (3-(S)-Phenylcarbamoyl-piperidine-1-carboxylic acid benzyl ester), [H][H] (hydrogen). Reagents/catalysts: [Pd] (Pd—C). The solvent is CO (CH3OH). Yields the product C1(=CC=CC=C1)NC(=O)C1CNCCC1 (piperidine-3-carboxylic acid phenylamide). Yield: 0.1%. Reaction SMILES: C(OC([N:11]1[CH2:16][CH2:15][CH2:14][C@H:13]([C:17](=[O:25])[NH:18][C:19]2[CH:24]=[CH:23][CH:22]=[CH:21][CH:20]=2)[CH2:12]1)=O)C1C=CC=CC=1.[H][H]>CO.[Pd]>[C:19]1([NH:18][C:17]([CH:13]2[CH2:14][CH2:15][CH2:16][NH:11][CH2:12]2)=[O:25])[CH:20]=[CH:21][CH:22]=[CH:23][CH:24]=1. Procedure: A solution of 3-(S)-Phenylcarbamoyl-piperidine-1-carboxylic acid benzyl ester (1.80 mol, 608 mg) and Pd—C 30% (100 mg) in CH3OH (10 mL) at 25° C. were added to a Paar hydrogenator low pressure reaction vessel. The mixture was reacted at 55 psi with vigorous shaking until hydrogen uptake subsided (2 h). The catalyst was filtered through a pad of celite. The filtrate was concentrated in vacuo which provided piperidine-3-carboxylic acid phenylamide (367 mg, 367 mg theoretical, 99%) as a white foam:...